This data is from the Open Reaction Database (ORD), a public repository of structured organic reaction records. The task is: describe an organic reaction: reactants, conditions, products, and yield The reactants are CCOC(=O)C1(CCCNc2ccc(Br)cc2C)CCN(C(=O)OC(C)(C)C)CC1, C1CCOC1. Product: Cc1cc(Br)ccc1N1CCCC2(CCN(C(=O)OC(C)(C)C)CC2)C1=O. Reaction SMILES: [CH2:1]([O:3][C:4](=[O:2])[C:6]1([CH2:19][CH2:20][CH2:21][NH:22][c:23]2[c:24]([CH3:30])[cH:25][c:26]([Br:29])[cH:27][cH:28]2)[CH2:7][CH2:8][N:9]([C:12](=[O:13])[O:14][C:15]([CH3:16])([CH3:17])[CH3:18])[CH2:10][CH2:11]1)[CH3:5].[CH2:31]1[O:32][CH2:33][CH2:34][CH2:35]1>>[O:3]=[C:4]1[C:6]2([CH2:7][CH2:8][N:9]([C:12](=[O:13])[O:14][C:15]([CH3:16])([CH3:17])[CH3:18])[CH2:10][CH2:11]2)[CH2:19][CH2:20][CH2:21][N:22]1[c:23]1[c:24]([CH3:30])[cH:25][c:26]([Br:29])[cH:27][cH:28]1.